Dataset: the Open Reaction Database (ORD), a public repository of structured organic reaction records. Task: describe an organic reaction: reactants, conditions, products, and yield The reactants are [BH4-], CC(C)(C)OC(=O)NCCNc1nc(CSCCNC(=O)OC(C)(C)C)c(SC#N)s1, [Na+]. Product: CC(C)(C)OC(=O)NCCNc1nc(CSCCNC(=O)OC(C)(C)C)c(S)s1. Reaction SMILES: [BH4-:32].[C:1]([CH3:2])([CH3:3])([CH3:4])[O:5][C:6](=[O:7])[NH:8][CH2:9][CH2:10][NH:11][c:12]1[s:13][c:14]([S:29][C:30]#[N:31])[c:15]([CH2:17][S:18][CH2:19][CH2:20][NH:21][C:22](=[O:23])[O:24][C:25]([CH3:26])([CH3:27])[CH3:28])[n:16]1.[Na+:33]>>[C:1]([CH3:2])([CH3:3])([CH3:4])[O:5][C:6](=[O:7])[NH:8][CH2:9][CH2:10][NH:11][c:12]1[s:13][c:14]([SH:29])[c:15]([CH2:17][S:18][CH2:19][CH2:20][NH:21][C:22](=[O:23])[O:24][C:25]([CH3:26])([CH3:27])[CH3:28])[n:16]1. Reactants: ClC=1C=C(C(=O)OO)C=CC1 (3-chloroperoxybenzoic acid), FC=1C=C(C(=O)O)C=CC1F (3,4-difluorobenzoic acid), CC(C)S (2-propanethiol), C([O-])([O-])=O.[Cs+].[Cs+] (cesium carbonate), CS(=O)C (DMSO). Run in C(Cl)Cl (DCM). Conditions: time 8 hour. The product is FC=1C=C(C(=O)O)C=CC1S(=O)(=O)C(C)C (3-fluoro-4-(propane-2-sulfonyl)-benzoic acid). The yield is 83.0%. As a reaction SMILES: [F:1][C:2]1[CH:3]=[C:4]([CH:8]=[CH:9][C:10]=1F)[C:5]([OH:7])=[O:6].CC(S)C.C(=O)([O-])[O-:17].[Cs+].[Cs+].Cl[C:23]1C=C(C=[CH:31][CH:32]=1)C(OO)=O.C[S:34](C)=[O:35]>C(Cl)Cl>[F:1][C:2]1[CH:3]=[C:4]([CH:8]=[CH:9][C:10]=1[S:34]([CH:32]([CH3:31])[CH3:23])(=[O:35])=[O:17])[C:5]([OH:7])=[O:6] |f:2.3.4|. Procedure: A capped scintillation vial containing a mixture of 158 mg (1.0 mmol) of 3,4-difluorobenzoic acid, 186 μL (2.0 mmol) of 2-propanethiol and 652 mg (2.0 mmol) of cesium carbonate in 2.5 mL of DMSO was heated at 50 C for 2.5 days. The reaction mixture was cooled to room temperature and partitioned between ethyl ether and 1M HCl. The organic phase was separated and washed with water and brine. The organic layer was dried (MgSO4) and concentrated in vacuo. The concentrated material was dissolved in 6... Starting materials: COC(CNC(C(=O)NCC1=CC=C(C=C1)OC)=O)OC (N1-(2,2-dimethoxyethyl)-N2-(4-methoxybenzyl)oxalamide), C(=O)(C(F)(F)F)O (TFA). Solvent: CC(=O)O (AcOH). The product is OC=1C(N(C=CN1)CC1=CC=C(C=C1)OC)=O (3-hydroxy-1-(4-methoxybenzyl)pyrazin-2(1H)-one). Isolated yield 85.7%. Reaction SMILES: CO[CH:3](OC)[CH2:4][NH:5][C:6](=[O:19])[C:7]([NH:9][CH2:10][C:11]1[CH:16]=[CH:15][C:14]([O:17][CH3:18])=[CH:13][CH:12]=1)=[O:8].C(O)(C(F)(F)F)=O>CC(O)=O>[OH:19][C:6]1[C:7](=[O:8])[N:9]([CH2:10][C:11]2[CH:12]=[CH:13][C:14]([O:17][CH3:18])=[CH:15][CH:16]=2)[CH:3]=[CH:4][N:5]=1. Reported procedure: A solution of N1-(2,2-dimethoxyethyl)-N2-(4-methoxybenzyl)oxalamide (7.5 g, 25.3 mmol) and TFA (2.340 mL, 30.4 mmol) in AcOH (160 mL) was stirred at 135° C. in a seal tube for 1.5 hours. After cooling to RT and removal of the volatiles under vacuum, ethyl ether (150 ml) and sat. aq. NaHCO3 solution (150 ml) were added. The resulting precipitate was collected by filtration, washed with H2O (50 ml) and ether (50 ml) prior to drying under high vacuum to yield 3-hydroxy-1-(4-methoxybenzyl)pyrazin-2(...